From a dataset of the Open Reaction Database (ORD), a public repository of structured organic reaction records. describe an organic reaction: reactants, conditions, products, and yield The reactants are CCO, CCO, Cl, Nc1c(Cl)cc(C(O)CN(CCCCCCOCCc2nc3ccccc3o2)Cc2ccccc2)cc1Cl. The product is Nc1c(Cl)cc(C(O)CNCCCCCCOCCc2nc3ccccc3o2)cc1Cl. As a reaction SMILES: [CH2:39]([OH:40])[CH3:41].[CH3:43][CH2:44][OH:45].[ClH:42].[NH2:1][c:2]1[c:3]([Cl:38])[cH:4][c:5]([CH:9]([OH:10])[CH2:11][N:12]([CH2:13][c:14]2[cH:15][cH:16][cH:17][cH:18][cH:19]2)[CH2:20][CH2:21][CH2:22][CH2:23][CH2:24][CH2:25][O:26][CH2:27][CH2:28][c:29]2[o:30][c:31]3[c:32]([n:33]2)[cH:34][cH:35][cH:36][cH:37]3)[cH:6][c:7]1[Cl:8]>>[NH2:1][c:2]1[c:3]([Cl:38])[cH:4][c:5]([CH:9]([OH:10])[CH2:11][NH:12][CH2:20][CH2:21][CH2:22][CH2:23][CH2:24][CH2:25][O:26][CH2:27][CH2:28][c:29]2[o:30][c:31]3[c:32]([n:33]2)[cH:34][cH:35][cH:36][cH:37]3)[cH:6][c:7]1[Cl:8]. The reactants are CO (MeOH), C(=O)(O)[O-].[Na+] (NaHCO3), BrC1=CC=C2CC3(CCOCC3)C(C2=C1)=O (6-bromo-2′,3′,5′,6′-tetrahydrospiro[indene-2,4′-pyran]-1(3H)-one), BrC1=CC=C2CC3(CCOCC3)C(C2=C1)=O (6-bromo-2′,3′,5′,6′-tetrahydrospiro[indene-2,4′-pyran]-1(3H)-one), CC(C)(C)S(=O)N (2-methyl-2-propanesulfinamide). The reagents and catalysts are [O-]CC.[Ti+4].[O-]CC.[O-]CC.[O-]CC (Titanium(IV) ethoxide). Solvent: CCOC(=O)C (EtOAc), CC1OCCC1 (2-methyl-tetrahydrofuran). Conditions: temperature 70 celsius, time 8 hour. The product is BrC=1C=C2C(C3(CCOCC3)CC2=CC1)=NS(=O)C(C)(C)C (N-(5-Bromo-2′,3′,5′,6′-tetrahydrospiro[indene-2,4′-pyran]-3(1H)-ylidene)-2-methylpropane-2-sulfinamide). Yield: 35.0%. As a reaction SMILES: [Br:1][C:2]1[CH:15]=[C:14]2[C:5]([CH2:6][C:7]3([C:13]2=O)[CH2:12][CH2:11][O:10][CH2:9][CH2:8]3)=[CH:4][CH:3]=1.[CH3:17][C:18]([S:21]([NH2:23])=[O:22])([CH3:20])[CH3:19].CO.C([O-])(O)=O.[Na+]>CC1CCCO1.[O-]CC.[Ti+4].[O-]CC.[O-]CC.[O-]CC.CCOC(C)=O>[Br:1][C:2]1[CH:15]=[C:14]2[C:5](=[CH:4][CH:3]=1)[CH2:6][C:7]1([CH2:12][CH2:11][O:10][CH2:9][CH2:8]1)[C:13]2=[N:23][S:21]([C:18]([CH3:20])([CH3:19])[CH3:17])=[O:22] |f:3.4,6.7.8.9.10|. Procedure: Titanium(IV) ethoxide (2.119 mL, 10.14 mmol) was added to a solution of 6-bromo-2′,3′,5′,6′-tetrahydrospiro[indene-2,4′-pyran]-1(3H)-one (Intermediate 10, 1.14 g, 4.05 mmol) and 2-methyl-2-propanesulfinamide (0.688 g, 5.68 mmol) in 2-methyl-tetrahydrofuran (12 mL) and the resulting mixture was stirred at 70° C. overnight. When cooled to r.t., MeOH (1.5 mL), sat. aq. NaHCO3 (5 mL) and EtOAc (10 mL) were added. The mixture was stirred for 1 h, then filtered through diatomaceous earth. The filter c...